This data is from the Open Reaction Database (ORD), a public repository of structured organic reaction records. The task is: describe an organic reaction: reactants, conditions, products, and yield Reactants: C([O-])(O)=O.[Na+] (sodium bicarbonate), FC(C=1C=C(C(=O)N2[C@@H](CN(CC2)CC(=O)O)CC2=CNC3=CC=CC=C23)C=C(C1)C(F)(F)F)(F)F ((2R)-1-[3,5-bis(trifluoromethyl)benzoyl]-4-(carboxymethyl)-2-(1H-indol-3-ylmethyl)piperazine), C12CNCC(CC1)CC2 (3-azabicyclo[3.2.2]nonane), Cl.CN(CCCN=C=NCC)C (1-(3-dimethylaminopropyl)-3-ethylcarbodiimide hydrochloride), ON1N=NC2=C1C=CC=C2 (1-hydroxybenzotriazole). Solvent: CN(C=O)C (N,N-dimethylformamide). Run at time 6 hour. The product is Cl.C12CN(CC(CC1)CC2)C(=O)CN2C[C@H](N(CC2)C(C2=CC(=CC(=C2)C(F)(F)F)C(F)(F)F)=O)CC2=CNC1=CC=CC=C21 ((2R)-4-[(3-azabicyclo[3.2.2]non-3-yl) carbonylmethyl]-1-[3,5-bis(trifluoromethyl)benzoyl]-2-(1H-indol-3-ylmethyl)piperazine hydrochloride). Yield: 78.1%. Reaction SMILES: [F:1][C:2]([F:36])([F:35])[C:3]1[CH:4]=[C:5]([CH:28]=[C:29]([C:31]([F:34])([F:33])[F:32])[CH:30]=1)[C:6]([N:8]1[CH2:13][CH2:12][N:11]([CH2:14][C:15]([OH:17])=O)[CH2:10][C@H:9]1[CH2:18][C:19]1[C:27]2[C:22](=[CH:23][CH:24]=[CH:25][CH:26]=2)[NH:21][CH:20]=1)=[O:7].[CH:37]12[CH2:45][CH2:44][CH:41]([CH2:42][CH2:43]1)[CH2:40][NH:39][CH2:38]2.[ClH:46].CN(C)CCCN=C=NCC.ON1C2C=CC=CC=2N=N1.C(=O)(O)[O-].[Na+]>CN(C)C=O>[ClH:46].[CH:37]12[CH2:45][CH2:44][CH:41]([CH2:42][CH2:43]1)[CH2:40][N:39]([C:15]([CH2:14][N:11]1[CH2:12][CH2:13][N:8]([C:6](=[O:7])[C:5]3[CH:4]=[C:3]([C:2]([F:36])([F:35])[F:1])[CH:30]=[C:29]([C:31]([F:32])([F:34])[F:33])[CH:28]=3)[C@H:9]([CH2:18][C:19]3[C:27]4[C:22](=[CH:23][CH:24]=[CH:25][CH:26]=4)[NH:21][CH:20]=3)[CH2:10]1)=[O:17])[CH2:38]2 |f:2.3,5.6,8.9|. Procedure details: To a stirred mixture of (2R)-1-[3,5-bis(trifluoromethyl)benzoyl]-4-(carboxymethyl)-2-(1H-indol-3-ylmethyl)piperazine (0.2 g) and 3-azabicyclo[3.2.2]nonane (0.05 g) in dry N,N-dimethylformamide (2 ml) were added 1-(3-dimethylaminopropyl)-3-ethylcarbodiimide hydrochloride (0.082 g) and 1-hydroxybenzotriazole (0.058 g) at room temperature. After 6 hours, the reaction mixture was poured into aqueous sodium bicarbonate solution (20 ml) and the resulting precipitate was collected by filtration. The cr... Starting materials: BrC(C(=O)OCC)(F)F (ethyl bromodifluoroacetate), Cu(0), BrC1=NC=C(C=C1)C (2-bromo-5-methylpyridine). Run in CS(=O)C (DMSO). Reaction conditions: time 2.5 hour. Product: C(C)OC(C(C1=NC=C(C=C1)C)(F)F)=O (Difluoro-(5-methyl-pyridin-2-yl)-acetic Acid Ethyl Ester). Yield: 56.0%. RXN SMILES: Br[C:2]([F:9])([F:8])[C:3]([O:5][CH2:6][CH3:7])=[O:4].Br[C:11]1[CH:16]=[CH:15][C:14]([CH3:17])=[CH:13][N:12]=1>CS(C)=O>[CH2:6]([O:5][C:3](=[O:4])[C:2]([F:9])([F:8])[C:11]1[CH:16]=[CH:15][C:14]([CH3:17])=[CH:13][N:12]=1)[CH3:7]. Procedure details: To a stirred suspension of Cu(0) (12.2 g, 0.19 mmol, 2.2×) in DMSO (87 mL) at RT under argon was added ethyl bromodifluoroacetate (13.4 mL, 0.10 mol, 1.2×) (see Eto, H., et al.; Chem. Pharm. Bull. 48: 982-990, 2000; and Ashwood, M. S., et al.; Tetrahedron Lett. 43: 9271-9273, 2002). After 2.5 h, 2-bromo-5-methylpyridine was added in one portion, the flask resealed, re-evacuated, and purged with argon. After 48 h, the reaction was partitioned between EtOAc (200 mL) and saturated NH4Cl (150 mL). T...